This data is from the Open Reaction Database (ORD), a public repository of structured organic reaction records. The task is: describe an organic reaction: reactants, conditions, products, and yield Reactants: BrC=1C=C(C=CC1)N1C2=C(C=3C=C(C=CC13)C)CN(CC2)C (5-(3-bromophenyl)-2,8-dimethyl-2,3,4,5-tetrahydro-1H-pyrido[4,3-b]indole), C(C)(=O)NC1=NC=C(C=C1)B1OC(C)(C)C(C)(C)O1 (2-acetamidopyridine-5-boronic acid pinacol ester), C(=O)([O-])[O-].[K+].[K+] (K2CO3), O (water). Reagents/catalysts: C=1C=CC(=CC1)[P](C=2C=CC=CC2)(C=3C=CC=CC3)[Pd]([P](C=4C=CC=CC4)(C=5C=CC=CC5)C=6C=CC=CC6)([P](C=7C=CC=CC7)(C=8C=CC=CC8)C=9C=CC=CC9)[P](C=1C=CC=CC1)(C=1C=CC=CC1)C=1C=CC=CC1 (Pd(PPh3)4). The solvent is COCCOC (DME). Conditions: temperature 90 celsius, time 45 minute. Yields the product CN1CC2=C(N(C=3C=CC(=CC23)C)C=2C=C(C=CC2)C=2C=CC(=NC2)NC(C)=O)CC1 (N-(5-(3-(2,8-dimethyl-3,4-dihydro-1H-pyrido[4,3-b]indol-5(2H)-yl)phenyl)pyridin-2-yl)acetamide). Reaction SMILES: Br[C:2]1[CH:3]=[C:4]([N:8]2[C:16]3[CH:15]=[CH:14][C:13]([CH3:17])=[CH:12][C:11]=3[C:10]3[CH2:18][N:19]([CH3:22])[CH2:20][CH2:21][C:9]2=3)[CH:5]=[CH:6][CH:7]=1.[C:23]([NH:26][C:27]1[CH:32]=[CH:31][C:30](B2OC(C)(C)C(C)(C)O2)=[CH:29][N:28]=1)(=[O:25])[CH3:24].C([O-])([O-])=O.[K+].[K+].O>COCCOC.C1C=CC([P]([Pd]([P](C2C=CC=CC=2)(C2C=CC=CC=2)C2C=CC=CC=2)([P](C2C=CC=CC=2)(C2C=CC=CC=2)C2C=CC=CC=2)[P](C2C=CC=CC=2)(C2C=CC=CC=2)C2C=CC=CC=2)(C2C=CC=CC=2)C2C=CC=CC=2)=CC=1>[CH3:22][N:19]1[CH2:20][CH2:21][C:9]2[N:8]([C:4]3[CH:3]=[C:2]([C:30]4[CH:31]=[CH:32][C:27]([NH:26][C:23](=[O:25])[CH3:24])=[N:28][CH:29]=4)[CH:7]=[CH:6][CH:5]=3)[C:16]3[CH:15]=[CH:14][C:13]([CH3:17])=[CH:12][C:11]=3[C:10]=2[CH2:18]1 |f:2.3.4,^1:58,60,79,98|. Procedure details: To a de-aerated solution of 5-(3-bromophenyl)-2,8-dimethyl-2,3,4,5-tetrahydro-1H-pyrido[4,3-b]indole (100 mg, 0.281 mmol), 2-acetamidopyridine-5-boronic acid pinacol ester (147 mg, 0.560 mmol) and K2CO3 (120 mg, 0.845 mmol) in DME (4 mL)-water (2 mL) was added Pd(PPh3)4 (16 mg, 0.013 mmol). The reaction mixture was stirred at 90° C. for 45 min. The solvent was removed under reduced pressure, residue diluted with water (20 mL) and extracted with EtOAc (50 mL). The organic layer was dried over anh... The reactants are BrC=1SC=CC1. Reagents/catalysts: O1B(OC(C)(C)C1(C)C)B2OC(C)(C)C(O2)(C)C, N=1C=CC=CC1N2B(NC=3C=CC=CC32)B4NC=5C=CC=CC5N4C6=NC=CC=C6, C[OH2+].C[OH2+].C1CC=CCCC=C1.C1CC=CCCC=C1.[Ir].[Ir]. The solvent is O(C)C1CCCC1. Run at temperature 100 celsius, time 16 hour. The product is BrC=1SC(=CC1)B2OC(C)(C)C(O2)(C)C. The yield is 96.0%. Procedure details: The general procedure A was followed using 2-bromothiophene (48.4 uL, 0.5 mmol) and B2pin2 (126.9 mg, 0.5 mmol, 1.0 eq.) as starting material. The resulting mixture was allowed to stir 16 hours at 100 oC. 5t was obtained as orange oil (138.7 mg, 96 %) after purification by silica gel flash chromatography (EtOAc/PE=1:40 v/v); Starting materials: [N+](=O)([O-])C1=CC=C2C=CNC2=C1 (6-nitroindole), C(C)(C)I (isopropyl iodide). Solvent: CC#N (CH3CN). The product is C(C)(C)C1=CNC2=CC(=CC=C12)N (3-Isopropyl-1H-indol-6-ylamine). RXN SMILES: [N+:1]([C:4]1[CH:12]=[C:11]2[C:7]([CH:8]=[CH:9][NH:10]2)=[CH:6][CH:5]=1)([O-])=O.[CH:13](I)([CH3:15])[CH3:14]>CC#N>[CH:13]([C:8]1[C:7]2[C:11](=[CH:12][C:4]([NH2:1])=[CH:5][CH:6]=2)[NH:10][CH:9]=1)([CH3:15])[CH3:14]. Procedure: 3-Isopropyl-1H-indol-6-ylamine (B-13) was synthesized following the general scheme above starting from 6-nitroindole and isopropyl iodide. Overall yield (17%). HPLC ret. time 2.06 min, 10-99% CH3CN, 5 min run; ESI-MS 175.2 m/z (MH+). Reactants: C(C)(CC)[Li] (sec-Butyllithium), ClC=1C=C(C=CC1)[C@H]1CCC(N([C@]1(C)C1=CC=C(C=C1)Cl)C(C)C)=O ((5R,6S)-5-(3-chlorophenyl)-6-(4-chlorophenyl)-1-isopropyl-6-methylpiperidin-2-one), C(C=C)Br (Allyl bromide). The solvent is C1CCOC1 (THF). Reaction conditions: time 30 minute. Yields the product C(C=C)[C@H]1C(N([C@]([C@H](C1)C1=CC(=CC=C1)Cl)(C)C1=CC=C(C=C1)Cl)C(C)C)=O ((3R,5R,6S)-3-allyl-5-(3-chlorophenyl)-6-(4-chlorophenyl)-1-isopropyl-6-methylpiperidin-2-one). The yield is 30.2%. Reaction SMILES: [CH:1]([Li])([CH2:3]C)[CH3:2].[Cl:6][C:7]1[CH:8]=[C:9]([C@@H:13]2[C@:18]([C:20]3[CH:25]=[CH:24][C:23]([Cl:26])=[CH:22][CH:21]=3)([CH3:19])[N:17]([CH:27]([CH3:29])[CH3:28])[C:16](=[O:30])[CH2:15][CH2:14]2)[CH:10]=[CH:11][CH:12]=1.C(Br)C=C>C1COCC1>[CH2:3]([C@@H:15]1[CH2:14][C@H:13]([C:9]2[CH:10]=[CH:11][CH:12]=[C:7]([Cl:6])[CH:8]=2)[C@:18]([C:20]2[CH:21]=[CH:22][C:23]([Cl:26])=[CH:24][CH:25]=2)([CH3:19])[N:17]([CH:27]([CH3:28])[CH3:29])[C:16]1=[O:30])[CH:1]=[CH2:2]. Procedure details: sec-Butyllithium (0.8N in cyclohexane, 0.274 mL, 0.219 mmol) was added over a period of one minute to a degassed (Argon bubbled through solution for 10 minutes at RT) solution of (5R,6S)-5-(3-chlorophenyl)-6-(4-chlorophenyl)-1-isopropyl-6-methylpiperidin-2-one (Example 418, Step H, 75 mg, 0.199 mmol) in THF (6 mL) cooled by an acetone-dry ice bath. The cold bath was removed and the reaction equilibrated to room temperature over fifteen minutes. The reaction was stirred at room temperature for 30... Starting materials: BrCc1ccccc1Br, CO. Product: COCc1ccccc1Br. As a reaction SMILES: [Br:1][c:2]1[c:3]([CH2:4][Br:5])[cH:6][cH:7][cH:8][cH:9]1.[CH3:10][OH:11]>>[Br:1][c:2]1[c:3]([CH2:4][O:11][CH3:10])[cH:6][cH:7][cH:8][cH:9]1. Starting materials: COC(C1=C(C=C(C=C1)OC)NC1=NC2=CC=CC=C2N=C1NS(=O)(=O)C=1C=NC=CC1)=O (Methyl-4-methoxy-2-({3-[(pyridin-3-ylsulfonyl)amino]quinoxalin-2-yl}amino)benzoate), C(=O)([O-])[O-].[K+].[K+] (K2CO3), O (water). The solvent is CO (MeOH). Reaction conditions: time 1 hour. Yields the product COC1=CC(=C(C(=O)O)C=C1)NC1=NC2=CC=CC=C2N=C1NS(=O)(=O)C=1C=NC=CC1 (4-methoxy-2-({3-[(pyridin-3-ylsulfonyl)amino]quinoxalin-2-yl}amino)benzoic acid). Yield: 94.1%. Reaction SMILES: C[O:2][C:3](=[O:33])[C:4]1[CH:9]=[CH:8][C:7]([O:10][CH3:11])=[CH:6][C:5]=1[NH:12][C:13]1[C:22]([NH:23][S:24]([C:27]2[CH:28]=[N:29][CH:30]=[CH:31][CH:32]=2)(=[O:26])=[O:25])=[N:21][C:20]2[C:15](=[CH:16][CH:17]=[CH:18][CH:19]=2)[N:14]=1.C([O-])([O-])=O.[K+].[K+].O>CO>[CH3:11][O:10][C:7]1[CH:8]=[CH:9][C:4]([C:3]([OH:33])=[O:2])=[C:5]([NH:12][C:13]2[C:22]([NH:23][S:24]([C:27]3[CH:28]=[N:29][CH:30]=[CH:31][CH:32]=3)(=[O:25])=[O:26])=[N:21][C:20]3[C:15](=[CH:16][CH:17]=[CH:18][CH:19]=3)[N:14]=2)[CH:6]=1 |f:1.2.3|. Procedure: Methyl-4-methoxy-2-({3-[(pyridin-3-ylsulfonyl)amino]quinoxalin-2-yl}amino)benzoate (2200 mg; 4.73 mmol; 1 eq) and K2CO3 (8.5 g; 61.44 mmol; 13 eq) are taken up in MeOH (100 mL) and water (25 mL) and heated up to 60° C. overnight. The reaction mixture is concentrated to half the volume and some black residue is removed by filtration. The clear solution is neutralised with aqueous citric acid 10%. After 1 h at 4° C., the precipitate formed is filtered off and washed with water. After drying under ... The reactants are CCO, CCOC(=O)c1ccc(S(=O)C(C)C)cc1, Cl, [Na+], [OH-]. Yields the product CC(C)S(=O)c1ccc(C(=O)O)cc1. RXN SMILES: [CH3:20][CH2:21][OH:22].[CH:1]([CH3:2])([CH3:3])[S:4](=[O:5])[c:6]1[cH:7][cH:8][c:9]([C:10](=[O:11])[O:12][CH2:13][CH3:14])[cH:15][cH:16]1.[ClH:19].[Na+:18].[OH-:17]>>[CH:1]([CH3:2])([CH3:3])[S:4](=[O:5])[c:6]1[cH:7][cH:8][c:9]([C:10](=[O:11])[OH:12])[cH:15][cH:16]1. Yields the product N#CCCc1cc(Br)sc1CCCO. The reactants are O=C1CCC(=O)N1Br, CN(C)C=O, N#CCCc1ccsc1CCCO. As a reaction SMILES: [O:14]=[C:15]1[N:16]([Br:21])[C:17](=[O:18])[CH2:19][CH2:20]1.[O:22]=[CH:23][N:24]([CH3:25])[CH3:26].[OH:1][CH2:2][CH2:3][CH2:4][c:5]1[s:6][cH:7][cH:8][c:9]1[CH2:10][CH2:11][C:12]#[N:13]>>[OH:1][CH2:2][CH2:3][CH2:4][c:5]1[s:6][c:7]([Br:21])[cH:8][c:9]1[CH2:10][CH2:11][C:12]#[N:13]. Reactants: ClC1=CC(=C(C=C1COCC)[N+](=O)[O-])F (4-chloro-5-ethoxymethyl-2-fluoronitrobenzene), [H][H] (hydrogen). Reagents/catalysts: [Pt] (platinum). The solvent is C(C)(=O)O (acetic acid). Product: ClC1=CC(=C(N)C=C1COCC)F (4-chloro-5-ethoxymethyl-2-fluoroaniline). RXN SMILES: [Cl:1][C:2]1[C:7]([CH2:8][O:9][CH2:10][CH3:11])=[CH:6][C:5]([N+:12]([O-])=O)=[C:4]([F:15])[CH:3]=1.[H][H]>C(O)(=O)C.[Pt]>[Cl:1][C:2]1[C:7]([CH2:8][O:9][CH2:10][CH3:11])=[CH:6][C:5]([NH2:12])=[C:4]([F:15])[CH:3]=1. Procedure: A solution of 4-chloro-5-ethoxymethyl-2-fluoronitrobenzene (0.9 g, 0.0039 mole) in glacial acetic acid (50 ml) was added to a 250 ml Parr bottle containing platinum IV oxide (0.3 g) under a nitrogen atmosphere. The Parr bottle was placed on a Parr hydrogenation apparatus and charged with hydrogen. The reaction mixture was allowed to shake until hydrogen absorption ceased. The catalyst was removed by vacuum filtration. The 4-chloro-5-ethoxymethyl-2-fluoroaniline produced was used in the next step...